The task is: describe an organic reaction: reactants, conditions, products, and yield. This data is from the Open Reaction Database (ORD), a public repository of structured organic reaction records. Reactants: CCOC(C)=O, CN(C)C=O, [Cl-], O=C1CCCc2cc(OS(=O)(=O)C(F)(F)F)ccc21, CCCC[Sn](CCCC)(CCCC)c1ccc(F)cc1, [Li+]. Product: O=C1CCCc2cc(-c3ccc(F)cc3)ccc21. RXN SMILES: [CH3:42][CH2:43][O:44][C:45](=[O:46])[CH3:47].[CH3:48][N:49]([CH3:50])[CH:51]=[O:52].[Cl-:41].[F:1][C:2]([F:3])([F:4])[S:5]([O:6][c:7]1[cH:8][c:9]2[c:14]([cH:15][cH:16]1)[C:13](=[O:17])[CH2:12][CH2:11][CH2:10]2)(=[O:18])=[O:19].[F:20][c:21]1[cH:22][cH:23][c:24]([Sn:27]([CH2:28][CH2:29][CH2:30][CH3:31])([CH2:32][CH2:33][CH2:34][CH3:35])[CH2:36][CH2:37][CH2:38][CH3:39])[cH:25][cH:26]1.[Li+:40]>>[c:7]1(-[c:24]2[cH:23][cH:22][c:21]([F:20])[cH:26][cH:25]2)[cH:8][c:9]2[c:14]([cH:15][cH:16]1)[C:13](=[O:17])[CH2:12][CH2:11][CH2:10]2. Reactants: CCc1nc2c(cnn2CC)c(NC2CCOCC2)c1CNC(=O)c1cccc(C(=O)OC)c1, CO, Cl, [Li+], [OH-], O, O. Yields the product CCc1nc2c(cnn2CC)c(NC2CCOCC2)c1CNC(=O)c1cccc(C(=O)O)c1. RXN SMILES: [CH2:1]([CH3:2])[n:3]1[n:4][cH:5][c:6]2[c:7]1[n:8][c:9]([CH2:33][CH3:34])[c:10]([CH2:19][NH:20][C:21](=[O:22])[c:23]1[cH:24][c:25]([C:26](=[O:27])[O:28][CH3:29])[cH:30][cH:31][cH:32]1)[c:11]2[NH:12][CH:13]1[CH2:14][CH2:15][O:16][CH2:17][CH2:18]1.[CH3:39][OH:40].[ClH:38].[Li+:36].[OH-:35].[OH2:37].[OH2:41]>>[CH2:1]([CH3:2])[n:3]1[n:4][cH:5][c:6]2[c:7]1[n:8][c:9]([CH2:33][CH3:34])[c:10]([CH2:19][NH:20][C:21](=[O:22])[c:23]1[cH:24][c:25]([C:26](=[O:27])[OH:28])[cH:30][cH:31][cH:32]1)[c:11]2[NH:12][CH:13]1[CH2:14][CH2:15][O:16][CH2:17][CH2:18]1. Starting materials: C(C(=O)Cl)(=O)Cl (oxalyl chloride), BrC=1C=C2C(=C(C(=NC2=CC1)C1=CC(=CC=C1)C(F)(F)F)C)C(=O)O (6-bromo-3-methyl-2-[3-(trifluoromethyl)phenyl]-4-quinolinecarboxylic acid), CO (Methanol). Reagents/catalysts: CN(C)C=O (DMF). The solvent is ClCCl (dichloromethane). Reaction conditions: temperature 0 celsius, time 1 hour. Product: BrC=1C=C2C(=C(C(=NC2=CC1)C1=CC(=CC=C1)C(F)(F)F)C)C(=O)OC (methyl 6-bromo-3-(methyl)-2-[3-(trifluoromethyl)phenyl]-4-quinolinecarboxylate). Yield: 152.6%. As a reaction SMILES: [Br:1][C:2]1[CH:3]=[C:4]2[C:9](=[CH:10][CH:11]=1)[N:8]=[C:7]([C:12]1[CH:17]=[CH:16][CH:15]=[C:14]([C:18]([F:21])([F:20])[F:19])[CH:13]=1)[C:6]([CH3:22])=[C:5]2[C:23]([OH:25])=[O:24].[C:26](Cl)(=O)C(Cl)=O.CO>ClCCl.CN(C=O)C>[Br:1][C:2]1[CH:3]=[C:4]2[C:9](=[CH:10][CH:11]=1)[N:8]=[C:7]([C:12]1[CH:17]=[CH:16][CH:15]=[C:14]([C:18]([F:21])([F:19])[F:20])[CH:13]=1)[C:6]([CH3:22])=[C:5]2[C:23]([O:25][CH3:26])=[O:24]. Reported procedure: A solution of 6-bromo-3-methyl-2-[3-(trifluoromethyl)phenyl]-4-quinolinecarboxylic acid (50 g, 122 mmol) in dichloromethane (700 mL) was cooled to 0° C., and DMF (1.416 mL, 18.28 mmol) was added. To the cooled solution, oxalyl chloride (16.01 mL, 183 mmol) was added dropwise (slowly) and the mixture was stirred at 0° C. for 1 h. Methanol was added and after 2 h the mixture was warmed to room temperature overnight. The solvent was removed under reduced pressure. The residue was treated with water... Reactants: C=1C=CC(=CC1)[C@H](C(=O)N[C@H]2[C@H]3CCC(=C(N3C2=O)C(=O)O)Cl)N.C(C)(C)[O-] (loracarbef isopropanolate), C(C)(C)[O-] (isopropanolate). Solvent: O (water). Reaction conditions: temperature 75 celsius. Yields the product C1CC(=C(N2C1C(C2=O)NC(=O)[C@@H](C3=CC=CC=C3)N)C(=O)O)Cl.O (Loracarbef Monohydrate). Reaction SMILES: [CH:1]1[CH:2]=[CH:3][C:4]([C@@H:7]([NH2:24])[C:8]([NH:10][C@@H:11]2[C:18](=[O:19])[N:17]3[C@@H:12]2[CH2:13][CH2:14][C:15]([Cl:23])=[C:16]3[C:20]([OH:22])=[O:21])=[O:9])=[CH:5][CH:6]=1.C([O-:28])(C)C.C([O-])(C)C>O>[CH2:13]1[CH:12]2[CH:11]([NH:10][C:8]([C@H:7]([NH2:24])[C:4]3[CH:5]=[CH:6][CH:1]=[CH:2][CH:3]=3)=[O:9])[C:18](=[O:19])[N:17]2[C:16]([C:20]([OH:22])=[O:21])=[C:15]([Cl:23])[CH2:14]1.[OH2:28] |f:0.1,4.5|. Procedure details: A sample of loracarbef isopropanolate is charged to the 300 mm. Allihn condenser. Deionized water (200 g) is charged to a 1 L., 1-neck, round bottom flask. The flask is placed in the Kugelrohr oven and connected to the condenser. The system's pressure is pulled down to approximately 300 mbar. The jacket on the condenser is heated to 75° C. with a constant temperature bath. The Kugelrohr oven is heated to 65° C. The system's pressure is further reduced to 250 mbar and the isopropanolate is subjec... The reactants are CO, CCOC(C)=O, N#N, Cc1ccc2c(N3CCCC(NC(=O)[O-])C3)nc(-c3ccccc3O)nc2c1. Yields the product Cc1ccc2c(N3CCCC(N)C3)nc(-c3ccccc3O)nc2c1. RXN SMILES: [CH3:31][OH:32].[CH3:33][CH2:34][O:35][C:36]([CH3:37])=[O:38].[N:1]#[N:2].[OH:3][c:4]1[c:5](-[c:10]2[n:11][c:12]3[cH:13][c:14]([CH3:30])[cH:15][cH:16][c:17]3[c:18]([N:20]3[CH2:21][CH:22]([NH:26][C:27](=[O:28])[O-:29])[CH2:23][CH2:24][CH2:25]3)[n:19]2)[cH:6][cH:7][cH:8][cH:9]1>>[OH:3][c:4]1[c:5](-[c:10]2[n:11][c:12]3[cH:13][c:14]([CH3:30])[cH:15][cH:16][c:17]3[c:18]([N:20]3[CH2:21][CH:22]([NH2:26])[CH2:23][CH2:24][CH2:25]3)[n:19]2)[cH:6][cH:7][cH:8][cH:9]1. Reactants: C1CCOC1, Cn1nnnc1C(=NOCc1cccc(CN2C(=O)c3ccccc3C2=O)n1)c1ccccc1, NN, O. Yields the product Cn1nnnc1C(=NOCc1cccc(CN)n1)c1ccccc1. Reaction SMILES: [CH2:38]1[O:39][CH2:40][CH2:41][CH2:42]1.[CH3:1][n:2]1[n:3][n:4][n:5][c:6]1[C:7]([c:8]1[cH:9][cH:10][cH:11][cH:12][cH:13]1)=[N:14][O:15][CH2:16][c:17]1[cH:18][cH:19][cH:20][c:21]([CH2:23][N:24]2[C:25](=[O:26])[c:27]3[c:28]([cH:29][cH:30][cH:31][cH:32]3)[C:33]2=[O:34])[n:22]1.[NH2:36][NH2:37].[OH2:35]>>[CH3:1][n:2]1[n:3][n:4][n:5][c:6]1[C:7]([c:8]1[cH:9][cH:10][cH:11][cH:12][cH:13]1)=[N:14][O:15][CH2:16][c:17]1[cH:18][cH:19][cH:20][c:21]([CH2:23][NH2:24])[n:22]1.